Dataset: the Open Reaction Database (ORD), a public repository of structured organic reaction records. Task: describe an organic reaction: reactants, conditions, products, and yield As a reaction SMILES: [Cl:1][C:2]1[CH:3]=[C:4]([CH3:9])[C:5]([CH3:8])=[CH:6][CH:7]=1.[CH3:10][C:11]([CH3:18])([C:15](Cl)=[O:16])[C:12](Cl)=[O:13].[Al+3].[Cl-].[Cl-].[Cl-]>ClCCl>[Cl:1][C:2]1[CH:3]=[C:4]([CH3:9])[C:5]([CH3:8])=[C:6]2[C:7]=1[C:15](=[O:16])[C:11]([CH3:18])([CH3:10])[C:12]2=[O:13] |f:2.3.4.5|. The reactants are ClC=1C=C(C(=CC1)C)C (4-chloro-o-xylene), CC(C(=O)Cl)(C(=O)Cl)C (dimethylmalonyl chloride), [Al+3].[Cl-].[Cl-].[Cl-] (AlCl3). Conditions: time 2 hour. The product is ClC=1C=C(C(=C2C(C(C(C12)=O)(C)C)=O)C)C (7-Chloro-2,2,4,5-tetramethylindan-1,3-dione). Procedure details: To a mixture of 35.5 ml of 4-chloro-o-xylene and 29.84 g of dimethylmalonyl chloride in 150 ml of dry dichloromethane was added slowly 34.7 g of AlCl3 under the current of nitrogen gas at -10° C. The reaction mixture was stirred at room temperature for 2 hours, quenched with 200 g of ice, and separated the organic layer. The aqueous layer was extracted with dichloromethane. The combined organic layer was dried over anhydrous magnesium sulfate, filtered and evaporated under reduced pressure. The ... The yield is 83.0%. Solvent: ClCCl (dichloromethane). Procedure: In an analogous manner to Example 1B, the product from step A is reacted with half-concentrated hydrochloric acid to give 7-(1-aminomethyl-2-oxa-7-azabicyclo[3.3.0]oct-7-yl)-1-(2,4-difluorophenyl)-6-fluoro-1,4-dihydro-4-oxo-3-quinolinecarboxylic acid hydrochloride with a melting point of 235° C. (with decomposition). Reaction SMILES: C(OC([NH:8][CH2:9][C:10]12[CH2:17][N:16]([C:18]3[CH:27]=[C:26]4[C:21]([C:22](=[O:39])[C:23]([C:36]([OH:38])=[O:37])=[CH:24][N:25]4[C:28]4[CH:33]=[CH:32][C:31]([F:34])=[CH:30][C:29]=4[F:35])=[CH:20][C:19]=3[F:40])[CH2:15][CH:14]1[CH2:13][CH2:12][O:11]2)=O)(C)(C)C.[ClH:41]>>[ClH:41].[NH2:8][CH2:9][C:10]12[CH2:17][N:16]([C:18]3[CH:27]=[C:26]4[C:21]([C:22](=[O:39])[C:23]([C:36]([OH:38])=[O:37])=[CH:24][N:25]4[C:28]4[CH:33]=[CH:32][C:31]([F:34])=[CH:30][C:29]=4[F:35])=[CH:20][C:19]=3[F:40])[CH2:15][CH:14]1[CH2:13][CH2:12][O:11]2 |f:2.3|. Yields the product Cl.NCC12OCCC2CN(C1)C1=C(C=C2C(C(=CN(C2=C1)C1=C(C=C(C=C1)F)F)C(=O)O)=O)F (7-(1-aminomethyl-2-oxa-7-azabicyclo[3.3.0]oct-7-yl)-1-(2,4-difluorophenyl)-6-fluoro-1,4-dihydro-4-oxo-3-quinolinecarboxylic acid hydrochloride). The reactants are C(C)(C)(C)OC(=O)NCC12OCCC2CN(C1)C1=C(C=C2C(C(=CN(C2=C1)C1=C(C=C(C=C1)F)F)C(=O)O)=O)F (7-(1-tert-butoxycarbonylaminomethyl-2-oxa-7-azabicyclo[3.3.0]oct-7-yl)-1-(2,4-difluorophenyl)-6-fluoro-1,4-dihydro-4-oxo-3-quinolinecarboxylic acid), Cl (hydrochloric acid). Starting materials: BrC1=CN=C(C(=N1)C1=CC=C(C=C1)NC(=O)C=1C(N(N(C1C)C)C1=CC=CC=C1)=O)/N=C/N(C)C (N-[4-(6-bromo-3-{[(E)-(dimethylamino)methylene]amino}-2-pyrazinyl)phenyl]-1,5-dimethyl-3-oxo-2-phenyl-2,3-dihydro-1H-pyrazole-4-carboxamide), N1CCCCC1 (piperidine). Run in CS(=O)C (DMSO), CC#N (MeCN), C(=O)([O-])[O-].[K+].[K+] (K2CO3). Run at temperature 120 celsius. Product: NC=1C(=NC(=CN1)N1CCCCC1)C1=CC=C(C=C1)NC(=O)C=1C(N(N(C1C)C)C1=CC=CC=C1)=O (N-{4-[3-amino-6-(1-piperidinyl)-2-pyrazinyl]phenyl}-1,5-dimethyl-3-oxo-2-phenyl-2,3-dihydro-1H-pyrazole-4-carboxamide). Isolated yield 586.9%. Reaction SMILES: Br[C:2]1[N:7]=[C:6]([C:8]2[CH:13]=[CH:12][C:11]([NH:14][C:15]([C:17]3[C:18](=[O:30])[N:19]([C:24]4[CH:29]=[CH:28][CH:27]=[CH:26][CH:25]=4)[N:20]([CH3:23])[C:21]=3[CH3:22])=[O:16])=[CH:10][CH:9]=2)[C:5](/[N:31]=C/N(C)C)=[N:4][CH:3]=1.[NH:36]1[CH2:41][CH2:40][CH2:39][CH2:38][CH2:37]1>CS(C)=O.CC#N.C([O-])([O-])=O.[K+].[K+]>[NH2:31][C:5]1[C:6]([C:8]2[CH:9]=[CH:10][C:11]([NH:14][C:15]([C:17]3[C:18](=[O:30])[N:19]([C:24]4[CH:29]=[CH:28][CH:27]=[CH:26][CH:25]=4)[N:20]([CH3:23])[C:21]=3[CH3:22])=[O:16])=[CH:12][CH:13]=2)=[N:7][C:2]([N:36]2[CH2:41][CH2:40][CH2:39][CH2:38][CH2:37]2)=[CH:3][N:4]=1 |f:4.5.6|. Procedure: The compound prepared in Example 36 (80 mg) and piperidine (0.300 mg) were mixed in DMSO (0.400 mL) and heated to 120° C. for 18 hours. The reaction mixture was then diluted with MeCN (10 mL) and aqueous 1M K2CO3 (7 mL) and heated to 155° C. for 17 minutes in the microwave. The organic products were extracted with EtOAc/CH2Cl2 (9:1) and washed with brine. The material was purified by HPLC (H2O/MeCN with 0.1% TFA). The solvent was removed and the residue was dissolved in CH2Cl2 and the residual T...